This data is from the Open Reaction Database (ORD), a public repository of structured organic reaction records. The task is: describe an organic reaction: reactants, conditions, products, and yield The reactants are C(C)(C)(C)OC(N[C@@H](C)C1=CC(=CC=C1)Br)=O ((S)-[1-(3-bromo-phenyl)-ethyl]-carbamic acid tert-butyl ester), OC=1C=CC(=NC1)C (5-hydroxy-2-methylpyridine), C([O-])([O-])=O.[K+].[K+] (potassium carbonate), N1=CC=CC=C1 (pyridine). The reagents and catalysts are [Cu](I)I (copper iodide). Run in C(C)N(CC)CC (triethylamine), CCOC(=O)C (EtOAc). Run at temperature 145 celsius. Product: C(C)(C)(C)OC(N[C@@H](C)C1=CC(=CC=C1)OC=1C=NC(=CC1)C)=O ((S)-{1-[3-(6-Methyl-pyridin-3-yloxy)-phenyl]-ethyl}-carbamic acid tert-butyl Ester). The yield is 0.0%. Reaction SMILES: [C:1]([O:5][C:6](=[O:17])[NH:7][C@H:8]([C:10]1[CH:15]=[CH:14][CH:13]=[C:12](Br)[CH:11]=1)[CH3:9])([CH3:4])([CH3:3])[CH3:2].[OH:18][C:19]1[CH:20]=[CH:21][C:22]([CH3:25])=[N:23][CH:24]=1.C(=O)([O-])[O-].[K+].[K+].N1C=CC=CC=1>[Cu](I)I.C(N(CC)CC)C.CCOC(C)=O>[C:1]([O:5][C:6](=[O:17])[NH:7][C@H:8]([C:10]1[CH:15]=[CH:14][CH:13]=[C:12]([O:18][C:19]2[CH:24]=[N:23][C:22]([CH3:25])=[CH:21][CH:20]=2)[CH:11]=1)[CH3:9])([CH3:4])([CH3:3])[CH3:2] |f:2.3.4|. Procedure: A mixture of (S)-[1-(3-bromo-phenyl)-ethyl]-carbamic acid tert-butyl ester (10 g, 33.3 mol), 5-hydroxy-2-methylpyridine (4 g, 36.7 mol), copper iodide (6.3 g, 33.3 mol), potassium carbonate (9.2 g, 66.7 mol) and pyridine (33 mL) in sealed tube was heated at 145° C. for six days. The reaction was cooled down to room temperature and filtered, the filtrate was washed with H2O and extracted with CH2Cl2 three times, and the combined organic layers were dried over anhydrous magnesium sulfate and conce... Starting materials: BrC(C=1C=C(C=CC1Cl)C1=NN(C(=C1Cl)OC(F)F)C)Br (3-(3-dibromomethyl-4-chloro-phenyl)-4-chloro-5-difluoromethoxy-1-methyl-1H-pyrazole), S(O)(O)(=O)=O (sulfuric acid). Run in ice water. Conditions: temperature 100 celsius, time 5 minute. The product is ClC=1C(=NN(C1OC(F)F)C)C1=CC(=C(C=C1)Cl)C=O (4-Chloro-3-(4-chloro-3-formylphenyl)-5-difluoromethoxy-1-methyl-1H-pyrazole). RXN SMILES: Br[CH:2](Br)[C:3]1[CH:4]=[C:5]([C:10]2[C:14]([Cl:15])=[C:13]([O:16][CH:17]([F:19])[F:18])[N:12]([CH3:20])[N:11]=2)[CH:6]=[CH:7][C:8]=1[Cl:9].S(=O)(=O)(O)[OH:23]>>[Cl:15][C:14]1[C:10]([C:5]2[CH:6]=[CH:7][C:8]([Cl:9])=[C:3]([CH:2]=[O:23])[CH:4]=2)=[N:11][N:12]([CH3:20])[C:13]=1[O:16][CH:17]([F:19])[F:18]. Procedure: At 85° C., 4.65 g (10 mmol) of 3-(3-dibromomethyl-4-chloro-phenyl)-4-chloro-5-difluoromethoxy-1-methyl-1H-pyrazole were introduced a little at a time into 7 ml of concentrated sulfuric acid. The reaction solution was then stirred at 100° C. for 5 minutes, then stirred into 40 ml of ice-water. The solid product formed was filtered off and dried. Yield: 3.0 g; Starting materials: CC(=O)OCBr, O=C([O-])[O-], CCCC[N+](CCCC)(CCCC)CCCC, CC#N, O=C(O)C1=CC2(CCC1S(=O)(=O)Nc1ccc(F)cc1Cl)OCCO2, Cl, [Cs+], [Cs+], [I-]. Product: CC(=O)OCOC(=O)C1=CC2(CCC1S(=O)(=O)Nc1ccc(F)cc1Cl)OCCO2. As a reaction SMILES: [C:26]([CH3:27])(=[O:28])[O:29][CH2:30][Br:31].[C:32](=[O:33])([O-:34])[O-:35].[CH2:43]([N+:44]([CH2:45][CH2:46][CH2:47][CH3:48])([CH2:49][CH2:50][CH2:51][CH3:52])[CH2:53][CH2:54][CH2:55][CH3:56])[CH2:57][CH2:58][CH3:59].[CH3:39][C:40]#[N:41].[Cl:1][c:2]1[c:3]([NH:9][S:10](=[O:11])(=[O:12])[CH:13]2[C:14]([C:23](=[O:24])[OH:25])=[CH:15][C:16]3([O:17][CH2:18][CH2:19][O:20]3)[CH2:21][CH2:22]2)[cH:4][cH:5][c:6]([F:8])[cH:7]1.[ClH:38].[Cs+:36].[Cs+:37].[I-:42]>>[Cl:1][c:2]1[c:3]([NH:9][S:10](=[O:11])(=[O:12])[CH:13]2[C:14]([C:23](=[O:24])[O:25][CH2:30][O:29][C:26]([CH3:27])=[O:28])=[CH:15][C:16]3([O:17][CH2:18][CH2:19][O:20]3)[CH2:21][CH2:22]2)[cH:4][cH:5][c:6]([F:8])[cH:7]1. Starting materials: Cl (HCl), C1(CC1)NC(C1=CC(=C(C=C1)C)N1C=NC2=CC=C(C=C2C1=O)N1CCN(CC1)C)=O (N-cyclopropyl-4-methyl-3-[6-(4-methylpiperazin-1-yl)-4-oxoquinazolin-3(4H)-yl]benzamide). Solvent: O1CCOCC1 (dioxane). The product is Cl.C1(CC1)NC(C1=CC(=C(C=C1)C)N1C=NC2=CC=C(C=C2C1=O)N1CCN(CC1)C)=O (N-Cyclopropyl-4-methyl-3-[6-(4-methylpiperazin-1-yl)-4-oxoquinazolin-3(4H)-yl]benzamide hydrochloride salt). As a reaction SMILES: [ClH:1].[CH:2]1([NH:5][C:6](=[O:32])[C:7]2[CH:12]=[CH:11][C:10]([CH3:13])=[C:9]([N:14]3[C:23](=[O:24])[C:22]4[C:17](=[CH:18][CH:19]=[C:20]([N:25]5[CH2:30][CH2:29][N:28]([CH3:31])[CH2:27][CH2:26]5)[CH:21]=4)[N:16]=[CH:15]3)[CH:8]=2)[CH2:4][CH2:3]1>O1CCOCC1>[ClH:1].[CH:2]1([NH:5][C:6](=[O:32])[C:7]2[CH:12]=[CH:11][C:10]([CH3:13])=[C:9]([N:14]3[C:23](=[O:24])[C:22]4[C:17](=[CH:18][CH:19]=[C:20]([N:25]5[CH2:26][CH2:27][N:28]([CH3:31])[CH2:29][CH2:30]5)[CH:21]=4)[N:16]=[CH:15]3)[CH:8]=2)[CH2:4][CH2:3]1 |f:3.4|. Procedure: Using an analogous procedure to that described in Example 45, 4N HCl in dioxane was reacted with N-cyclopropyl-4-methyl-3-[6-(4-methylpiperazin-1-yl)-4-oxoquinazolin-3(4H)-yl]benzamide to gave the title compound; NMR Spectrum: (DMSOd6) 0.57 (m, 2H), 0.70 (m, 2H), 2.14 (s, 3H), 2.82 (d, 3H), 2.87 (m, 1H), 3.22 (m, 4H), 3.52 (d, 2H), 4.01 (m, 2H), 7.53 (d, 1H), 7.58 (d, 1H), 7.70 (m, 2H), 7.85 (s, 1H), 7.92 (m, 1H), 8.17 (s, 1H), 8.48 (d, 1H), 11.05 (s, 1H).